From a dataset of the Open Reaction Database (ORD), a public repository of structured organic reaction records. describe an organic reaction: reactants, conditions, products, and yield Reactants: N(=[N+]=[N-])CCOC=1C=CC2=C(SC(=C2C2=CC=C(C=C2)C(F)(F)F)C)C1 (6-(2-Azido-ethoxy)-2-methyl-3-(4-trifluoromethyl-phenyl)-benzo[b]thiophene), C1(=CC=CC=C1)P(C1=CC=CC=C1)C1=CC=CC=C1 (triphenylphosphin), O (water). Yields the product CC1=C(C2=C(S1)C=C(C=C2)OCCN)C2=CC=C(C=C2)C(F)(F)F (2-[2-Methyl-3-(4-trifluoromethyl-phenyl)-benzo[b]thiophen-6-yloxy]-ethylamine). Isolated yield 93.3%. Procedure details: 0.230 g (0.610 mmol) 6-(2-Azido-ethoxy)-2-methyl-3-(4-trifluoromethyl-phenyl)-benzo[b]thiophene and 0.484 g (1.83 mmol) of triphenylphosphin were dissolved in 1.6 ml of tetrahydrofuran. After stirring of the reaction mixture for 15 minutes at room temperature, 0.1 ml of water were added and the reaction mixture heated to 60° C. for 16 hours. It was then evaporated under reduced pressure, poured into 50 ml of water and extracted 3 times with 10 ml of dichloromethane. The combined dichloromethane ... Reaction conditions: time 15 minute. Solvent: O1CCCC1 (tetrahydrofuran). As a reaction SMILES: [N:1]([CH2:4][CH2:5][O:6][C:7]1[CH:8]=[CH:9][C:10]2[C:14]([C:15]3[CH:20]=[CH:19][C:18]([C:21]([F:24])([F:23])[F:22])=[CH:17][CH:16]=3)=[C:13]([CH3:25])[S:12][C:11]=2[CH:26]=1)=[N+]=[N-].C1(P(C2C=CC=CC=2)C2C=CC=CC=2)C=CC=CC=1.O>O1CCCC1>[CH3:25][C:13]1[S:12][C:11]2[CH:26]=[C:7]([O:6][CH2:5][CH2:4][NH2:1])[CH:8]=[CH:9][C:10]=2[C:14]=1[C:15]1[CH:20]=[CH:19][C:18]([C:21]([F:24])([F:22])[F:23])=[CH:17][CH:16]=1. The reactants are NC(CC(C(=O)OCC)C)C1=C(C=CC=C1OC)OC (ethyl 4-amino-4-(2,6-dimethoxyphenyl)-2-methylbutanoate), FC1=C(C=C(C=O)C=C1)C1=NC=CC=C1 (4-fluoro-3-(pyridin-2-yl)benzaldehyde). The product is COC1=C(C(=CC=C1)OC)C1CC(C(N1CC1=CC(=C(C=C1)F)C1=NC=CC=C1)=O)C (5-(2,6-dimethoxyphenyl)-1-(4-fluoro-3-(pyridin-2-yl)benzyl)-3-methylpyrrolidin-2-one). As a reaction SMILES: [NH2:1][CH:2]([C:11]1[C:16]([O:17][CH3:18])=[CH:15][CH:14]=[CH:13][C:12]=1[O:19][CH3:20])[CH2:3][CH:4]([CH3:10])[C:5]([O:7]CC)=O.[F:21][C:22]1[CH:29]=[CH:28][C:25]([CH:26]=O)=[CH:24][C:23]=1[C:30]1[CH:35]=[CH:34][CH:33]=[CH:32][N:31]=1>>[CH3:18][O:17][C:16]1[CH:15]=[CH:14][CH:13]=[C:12]([O:19][CH3:20])[C:11]=1[CH:2]1[N:1]([CH2:26][C:25]2[CH:28]=[CH:29][C:22]([F:21])=[C:23]([C:30]3[CH:35]=[CH:34][CH:33]=[CH:32][N:31]=3)[CH:24]=2)[C:5](=[O:7])[CH:4]([CH3:10])[CH2:3]1. Procedure details: Prepared according to the described general procedure 2 (GP2) by reaction of ethyl 4-amino-4-(2,6-dimethoxyphenyl)-2-methylbutanoate with 4-fluoro-3-(pyridin-2-yl)benzaldehyde. Subsequent purification by preparative HPLC afforded the target compound. LC-MS (conditions A): tR=0.72 min.; [M+H]+: 421.08 g/mol. Starting materials: CN(C)C=O, CN1CCCC1=O, O=C(Cl)C(=O)Cl, Nc1cccc(Oc2ccc3nc(NC(=O)C4CC4)cn3n2)c1, C1CCOC1, O=C(O)c1n[nH]c2ccccc12. Yields the product O=C(Nc1cccc(Oc2ccc3nc(NC(=O)C4CC4)cn3n2)c1)c1n[nH]c2ccccc12. Reaction SMILES: [CH3:42][N:43]([CH3:44])[CH:45]=[O:46].[CH3:47][N:48]1[CH2:49][CH2:50][CH2:51][C:52]1=[O:53].[Cl:36][C:37]([C:38]([Cl:39])=[O:40])=[O:41].[NH2:1][c:2]1[cH:3][c:4]([O:5][c:6]2[cH:7][cH:8][c:9]3[n:10]([n:11]2)[cH:12][c:13]([NH:15][C:16](=[O:17])[CH:18]2[CH2:19][CH2:20]2)[n:14]3)[cH:21][cH:22][cH:23]1.[O:54]1[CH2:55][CH2:56][CH2:57][CH2:58]1.[nH:24]1[n:25][c:26]([C:33](=[O:34])[OH:35])[c:27]2[cH:28][cH:29][cH:30][cH:31][c:32]12>>[NH:1]([c:2]1[cH:3][c:4]([O:5][c:6]2[cH:7][cH:8][c:9]3[n:10]([n:11]2)[cH:12][c:13]([NH:15][C:16](=[O:17])[CH:18]2[CH2:19][CH2:20]2)[n:14]3)[cH:21][cH:22][cH:23]1)[C:33]([c:26]1[n:25][nH:24][c:32]2[c:27]1[cH:28][cH:29][cH:30][cH:31]2)=[O:34]. Procedure: A 15 mL round bottom flask was charged with (+)-(4aR)-(10bR)-4-methyl-8-bromo-10b-methyl-1,2,3,4,4a,5,6,10b-octahydrobenzo[f]quinolin-3-one (200 mg, 0.65 mmol), tetrakis(triphenylphosphine) palladium (0) (23 mg, 0.02 mmol), 4-(N-propyl,N-cyclopropylmethylamino)-1-naphthylboronic acid (249 mg, 0.78 mmol), 1.8 mL of 2M sodium carbonate solution and 2 mL of THF, fitted with a reflux condenser, and the stirred mixture was heated at 80°, under nitrogen, for 24 h. The mixture was cooled, diluted with ... Solvent: C(Cl)(Cl)Cl (chloroform). The product is CN1C(CC[C@@]2(C3=C(CC[C@@H]12)C=C(C=C3)C3=CC=C(C1=CC=CC=C31)N(CC3CC3)CCC)C)=O ((+)-(4aR)-(10bR)-4-methyl-8-(4-[N-propyl,N-cyclopropylmethylamino]-1-naphthyl)-10b-methyl-1,2,3,4,4a,5,6,10b-octahydrobenzo[f]quinolin-3-one). Reaction SMILES: [CH3:1][N:2]1[C@H:11]2[C@@:6]([CH3:17])([C:7]3[CH:15]=[CH:14][C:13](Br)=[CH:12][C:8]=3[CH2:9][CH2:10]2)[CH2:5][CH2:4][C:3]1=[O:18].[CH2:19]([N:22]([C:27]1[C:36]2[C:31](=[CH:32][CH:33]=[CH:34][CH:35]=2)[C:30](B(O)O)=[CH:29][CH:28]=1)[CH2:23][CH:24]1[CH2:26][CH2:25]1)[CH2:20][CH3:21].C(=O)([O-])[O-].[Na+].[Na+].C1COCC1>C(Cl)(Cl)Cl.[Pd].C1(P(C2C=CC=CC=2)C2C=CC=CC=2)C=CC=CC=1.C1(P(C2C=CC=CC=2)C2C=CC=CC=2)C=CC=CC=1.C1(P(C2C=CC=CC=2)C2C=CC=CC=2)C=CC=CC=1.C1(P(C2C=CC=CC=2)C2C=CC=CC=2)C=CC=CC=1>[CH3:1][N:2]1[C@H:11]2[C@@:6]([CH3:17])([C:7]3[CH:15]=[CH:14][C:13]([C:30]4[C:31]5[C:36](=[CH:35][CH:34]=[CH:33][CH:32]=5)[C:27]([N:22]([CH2:19][CH2:20][CH3:21])[CH2:23][CH:24]5[CH2:25][CH2:26]5)=[CH:28][CH:29]=4)=[CH:12][C:8]=3[CH2:9][CH2:10]2)[CH2:5][CH2:4][C:3]1=[O:18] |f:2.3.4,7.8.9.10.11|. The reagents and catalysts are [Pd].C1(=CC=CC=C1)P(C1=CC=CC=C1)C1=CC=CC=C1.C1(=CC=CC=C1)P(C1=CC=CC=C1)C1=CC=CC=C1.C1(=CC=CC=C1)P(C1=CC=CC=C1)C1=CC=CC=C1.C1(=CC=CC=C1)P(C1=CC=CC=C1)C1=CC=CC=C1 (tetrakis(triphenylphosphine) palladium (0)). Isolated yield 63.6%. Starting materials: CN1C(CC[C@@]2(C3=C(CC[C@@H]12)C=C(C=C3)Br)C)=O ((+)-(4aR)-(10bR)-4-methyl-8-bromo-10b-methyl-1,2,3,4,4a,5,6,10b-octahydrobenzo[f]quinolin-3-one), C(CC)N(CC1CC1)C1=CC=C(C2=CC=CC=C12)B(O)O (4-(N-propyl,N-cyclopropylmethylamino)-1-naphthylboronic acid), C([O-])([O-])=O.[Na+].[Na+] (sodium carbonate), C1CCOC1 (THF). Procedure details: 60.0 g (0.36 mol) of 2-(2,2,3-trimethylcyclopent-3-enyl)propionaldehyde, prepared from campholenic aldehyde as known per se, and 42.0 g (0.72 mol) of propanal was added successively during 15 min and 2 hours, respectively, to the sodium methylate solution prepared from 0.83 g of sodium and 200 ml of anhydrous methanol, at 10° C. The reaction mixture was stirred at 10° C. for 2 hours and at room temperature for the following 42 hours. After addition of 5 ml of acetic acid the solvent was evaporat... Reaction conditions: temperature 10 celsius, time 42 hour. Solvent: C(C)(=O)O (acetic acid), CO (methanol). RXN SMILES: [CH3:1][C:2]1([CH3:12])[C:6]([CH3:7])=[CH:5][CH2:4][CH:3]1[CH:8]([CH3:11])[CH:9]=O.CC1C(C)(C)[CH:17]([CH2:21][CH:22]=[O:23])CC=1.C(=O)CC.C[O-].[Na+].[Na]>C(O)(=O)C.CO>[CH3:17][C:21](=[CH:9][CH:8]([CH:3]1[CH2:4][CH:5]=[C:6]([CH3:7])[C:2]1([CH3:12])[CH3:1])[CH3:11])[CH:22]=[O:23] |f:3.4,^1:30|. The product is CC(C=O)=CC(C)C1C(C(=CC1)C)(C)C (2-methyl-4-(2,2,3-trimethylcyclopent-3-enyl)pent-2-enal). Isolated yield 38.0%. Reactants: CC1(C(CC=C1C)C(C=O)C)C (2-(2,2,3-trimethylcyclopent-3-enyl)propionaldehyde), CC1=CCC(C1(C)C)CC=O (campholenic aldehyde), C(CC)=O (propanal), C[O-].[Na+] (sodium methylate), [Na] (sodium). Starting materials: Cl (hydrochloric acid), N(=O)[O-].[Na+] (sodium nitrite), NC1=CN=CC2=CC=CC=C12 (4-aminoisoquinoline), Cl (hydrochloric acid), N (ammonia). The reagents and catalysts are [Cu]Cl (copper(I) chloride). Reaction conditions: time 15 hour. Yields the product ClC1=CN=CC2=CC=CC=C12 (4-chloroisoquinoline). As a reaction SMILES: N[C:2]1[C:11]2[C:6](=[CH:7][CH:8]=[CH:9][CH:10]=2)[CH:5]=[N:4][CH:3]=1.N([O-])=O.[Na+].N.[ClH:17]>[Cu]Cl>[Cl:17][C:2]1[C:11]2[C:6](=[CH:7][CH:8]=[CH:9][CH:10]=2)[CH:5]=[N:4][CH:3]=1 |f:1.2|. Procedure details: Intermediate 87 (1.27 g) was dissolved in 1 N aqueous hydrochloric acid (36 ml) and added dropwise with an aqueous solution (36 ml) of sodium nitrite (1.21 g, Wako Pure Chemical Industries) with ice cooling. The obtained suspension was added dropwise to a solution of copper(I) chloride (1.83 g, Wako Pure Chemical Industries) in 1 N aqueous hydrochloric acid (20 ml) with ice cooling, then warmed to room temperature and stirred for 15 hours. The reaction mixture was added with 28% aqueous ammonia ...